This data is from the Open Reaction Database (ORD), a public repository of structured organic reaction records. The task is: describe an organic reaction: reactants, conditions, products, and yield The reactants are FC1=C(C=CC(=C1)F)[C@]1(OC1)[C@H](C)O ((1S)-1-[(2R)-(2,4-difluorophenyl)-2-oxiranyl]ethanol), FC(COC1=CC=C(C=C1)N1C(NC=C1)=O)(F)F (1-[4-(2,2,2-trifluoroethoxy)phenyl]-2(1H,3H)-imidazolone). The product is FC1=C(C=CC(=C1)F)[C@]1([C@@H](C)N2C(N(C=C2)C2=CC=C(C=C2)OCC(F)(F)F)=O)CO1 (1-[-(1R,2S)-2-(2,4-difluorophenyl)-2,3-epoxy-1methylpropyl]-3-[4-(2,2,2-trifluoroethoxy)phenyl]-2(1H,3H)-imidazolone). Isolated yield 25.1%. As a reaction SMILES: [F:1][C:2]1[CH:7]=[C:6]([F:8])[CH:5]=[CH:4][C:3]=1[C@:9]1([C@@H:12](O)[CH3:13])[CH2:11][O:10]1.[F:15][C:16]([F:32])([F:31])[CH2:17][O:18][C:19]1[CH:24]=[CH:23][C:22]([N:25]2[CH:29]=[CH:28][NH:27][C:26]2=[O:30])=[CH:21][CH:20]=1>>[F:1][C:2]1[CH:7]=[C:6]([F:8])[CH:5]=[CH:4][C:3]=1[C@:9]1([O:10][CH2:11]1)[C@H:12]([N:27]1[CH:28]=[CH:29][N:25]([C:22]2[CH:23]=[CH:24][C:19]([O:18][CH2:17][C:16]([F:31])([F:32])[F:15])=[CH:20][CH:21]=2)[C:26]1=[O:30])[CH3:13]. Procedure: In the same manner as in Reference Example 5, starting from 0.68 g of (1S)-1-[(2R)-(2,4-difluorophenyl)-2-oxiranyl]ethanol and 0.70 g of 1-[4-(2,2,2-trifluoroethoxy)phenyl]-2(1H,3H)-imidazolone, 0.30 g of 1-[-(1R,2S)-2-(2,4-difluorophenyl)-2,3-epoxy-1methylpropyl]-3-[4-(2,2,2-trifluoroethoxy)phenyl]-2(1H,3H)-imidazolone was obtained as colorless needles. Reactants: Cl.C(CCCCCCC)C1CC2=CC=C(C=C2C1)C(N)=N (2-octyl-5-amidinoindan hydrochloride), C[O-].[Na+] (sodium methylate), α-octyloxy-β-dimethylaminoacrolein. Solvent: CO (methanol). Yields the product C(CCCCCCC)C1CC2=CC=C(C=C2C1)C1=NC=C(C=N1)CCCCCCCC (2-octyl-5-(5-octylpyrimidine-2-yl) indan). Yield: 104.6%. As a reaction SMILES: Cl.[CH2:2]([CH:10]1[CH2:18][C:17]2[C:12](=[CH:13][CH:14]=[C:15]([C:19](=[NH:21])[NH2:20])[CH:16]=2)[CH2:11]1)[CH2:3][CH2:4][CH2:5][CH2:6][CH2:7][CH2:8][CH3:9].C[O-].[Na+]>CO>[CH2:2]([CH:10]1[CH2:18][C:17]2[C:12](=[CH:13][CH:14]=[C:15]([C:19]3[N:20]=[CH:11][C:10]([CH2:2][CH2:3][CH2:4][CH2:5][CH2:6][CH2:7][CH2:8][CH3:9])=[CH:18][N:21]=3)[CH:16]=2)[CH2:11]1)[CH2:3][CH2:4][CH2:5][CH2:6][CH2:7][CH2:8][CH3:9] |f:0.1,2.3|. Procedure details: 0.80 g (2.59 mM) of 2-octyl-5-amidinoindan hydrochloride, 0.30 g (5.55 mM) of sodium methylate, 0.62 g (2.73 mM) of α-octyloxy-β-dimethylaminoacrolein and 12 ml of methanol were placed in a 30 ml-round bottomed flask, followed by refluxing for 18 hours and 20 minutes under stirring. After the reaction, the reaction mixture was cooled on an ice water bath to precipitate a crystal. The crystal was recovered by filtration and purified by silica gel column chromatography (eluent: toluene), followed ... Reactants: ClC=1C=CC2=C(C(=NCC=3N2C(=NN3)CCl)C3=C(C=CC=C3)Cl)C1 (8-chloro-1-(chloromethyl)-6-(o-chlorophenyl)-4H-s-triazolo[4,3-a][1,4]benzodiazepine), [I-].[K+] (potassium iodide), CC=CCN (methylallylamine). As a reaction SMILES: [Cl:1][C:2]1[CH:3]=[CH:4][C:5]2[N:11]3[C:12]([CH2:15]Cl)=[N:13][N:14]=[C:10]3[CH2:9][N:8]=[C:7]([C:17]3[CH:22]=[CH:21][CH:20]=[CH:19][C:18]=3[Cl:23])[C:6]=2[CH:24]=1.[I-].[K+].[CH3:27][CH:28]=[CH:29][CH2:30][NH2:31]>O1CCCC1>[Cl:1][C:2]1[CH:3]=[CH:4][C:5]2[N:11]3[C:12]([CH2:15][NH:31][CH2:30][CH2:29][CH:28]=[CH2:27])=[N:13][N:14]=[C:10]3[CH2:9][N:8]=[C:7]([C:17]3[CH:22]=[CH:21][CH:20]=[CH:19][C:18]=3[Cl:23])[C:6]=2[CH:24]=1 |f:1.2|. Product: ClC=1C=CC2=C(C(=NCC=3N2C(=NN3)CNCCC=C)C3=C(C=CC=C3)Cl)C1 (8-chloro-1-[(allylmethylamino)methyl]-6-(o-chlorophenyl)-4-H-s-triazolo [4,3-a][1,4]benzodiazepine). Procedure details: In the manner given in Preparation 39, 8-chloro-1-(chloromethyl)-6-(o-chlorophenyl)-4H-s-triazolo[4,3-a][1,4]benzodiazepine, potassium iodide, and methylallylamine in tetrahydrofuran are reacted to give 8-chloro-1-[(allylmethylamino)methyl]-6-(o-chlorophenyl)-4-H-s-triazolo [4,3-a][1,4]benzodiazepine. Preparation 41 8-Nitro-1-[(allylmethylamino)methyl]-6-(o-chlorophenyl)-4-H-s-triazolo[4,3-a][1,4]benzodiazepine Solvent: O1CCCC1 (tetrahydrofuran). The reactants are iii, C(C(O)CC(=O)O)(=O)O (malic acid), C(C)(=O)[O-].[Na+] (sodium acetate). The solvent is C(C)(=O)O (acetic acid). Yields the product C(COCC(=O)[O-])(=O)O.[Na+] (sodium hydrogen diglycolate). RXN SMILES: [C:1]([OH:9])(=[O:8])[CH:2](CC(O)=O)[OH:3].[C:10]([O-:13])(=[O:12])[CH3:11].[Na+:14]>C(O)(=O)C>[C:10]([OH:13])(=[O:12])[CH2:11][O:3][CH2:2][C:1]([O-:9])=[O:8].[Na+:14] |f:1.2,4.5|. Procedure details: In reaction ii, sodium bisulfate is reacted with sodium acetate to produce sodium sulfate and solid acetic acid. In reaction iii., malic acid is reacted with sodium acetate to produce sodium hydrogen diglycolate and solid acetic acid. In reaction iv., fumaric acid is reacted with sodium acetate to produce sodium hydrogen fumarate and solid acetic acid. In reaction v., tartaric acid is reacted with sodium acetate to produce sodium hydrogen tartrate and solid acetic acid. In reaction vi., adipic a...